This data is from the Open Reaction Database (ORD), a public repository of structured organic reaction records. The task is: describe an organic reaction: reactants, conditions, products, and yield Yields the product FC=1C=C(C=CC1OC)[C@@H](C=1C=NN(C1)C)NC(=O)C1=CC(=C2C=NC(=NC2=C1)NCC1COC1)F (5-Fluoro-2-[(oxetan-3-ylmethyl)-amino]-quinazoline-7-carboxylic acid [(S)-(3-fluoro-4-methoxy-phenyl)-(1-methyl-1H-pyrazol-4-yl)-methyl]-amide). Starting materials: ClC1=C(C=C(C=C1)[C@H](N)C1=NN(C=C1)C)F ((S)-(4-chloro-3-fluorophenyl)(1-methyl-1H-pyrazol-3-yl)methanamine), FC1=C2C=NC(=NC2=CC(=C1)C(=O)O)NCC1COC1 (5-fluoro-2-[(oxetan-3-ylmethyl)-amino]-quinazoline-7-carboxylic acid), FC=1C=C(C=CC1OC)[C@H](N)C=1C=NN(C1)C ((S)-(3-fluoro-4-methoxyphenyl)(1-methyl-1H-pyrazol-4-yl)methanamine), 84b. RXN SMILES: ClC1C=CC([C@@H](C2C=CN(C)N=2)N)=CC=1F.[F:17][C:18]1[CH:19]=[C:20]([C@@H:26]([C:28]2[CH:29]=[N:30][N:31]([CH3:33])[CH:32]=2)[NH2:27])[CH:21]=[CH:22][C:23]=1[O:24][CH3:25].[F:34][C:35]1[CH:44]=[C:43]([C:45](O)=[O:46])[CH:42]=[C:41]2[C:36]=1[CH:37]=[N:38][C:39]([NH:48][CH2:49][CH:50]1[CH2:53][O:52][CH2:51]1)=[N:40]2>>[F:17][C:18]1[CH:19]=[C:20]([C@H:26]([NH:27][C:45]([C:43]2[CH:42]=[C:41]3[C:36]([CH:37]=[N:38][C:39]([NH:48][CH2:49][CH:50]4[CH2:51][O:52][CH2:53]4)=[N:40]3)=[C:35]([F:34])[CH:44]=2)=[O:46])[C:28]2[CH:29]=[N:30][N:31]([CH3:33])[CH:32]=2)[CH:21]=[CH:22][C:23]=1[O:24][CH3:25]. Reported procedure: 5-Fluoro-2-[(oxetan-3-ylmethyl)-amino]-quinazoline-7-carboxylic acid [(S)-(3-fluoro-4-methoxy-phenyl)-(1-methyl-1H-pyrazol-4-yl)-methyl]-amide (I-63) was prepared analogously except 32b was replaced with 40f and 84b was replaced with 87f. Starting materials: O (water), O1C(CCCC1)ON (O-tetrahydropyranyl hydroxylamine), FC1=CC=C(C=C1)SC1=C(C=CC=C1)C=CCBr (1-[2-(4-fluorophenylthio)phenyl]-3-bromoprop-1-ene). Solvent: CN(C=O)C (dimethylformamide), CN(C=O)C (dimethylformamide). Reaction conditions: time 8 hour. The product is FC1=CC=C(C=C1)SC1=C(C=CC=C1)C=CCNOC1OCCCC1 (N-[3-[2-(4-fluorophenylthio)phenyl]prop-2-enyl]-O-tetrahydropyranyl hydroxylamine). RXN SMILES: [O:1]1[CH2:6][CH2:5][CH2:4][CH2:3][CH:2]1[O:7][NH2:8].[F:9][C:10]1[CH:15]=[CH:14][C:13]([S:16][C:17]2[CH:22]=[CH:21][CH:20]=[CH:19][C:18]=2[CH:23]=[CH:24][CH2:25]Br)=[CH:12][CH:11]=1.O>CN(C)C=O>[F:9][C:10]1[CH:11]=[CH:12][C:13]([S:16][C:17]2[CH:22]=[CH:21][CH:20]=[CH:19][C:18]=2[CH:23]=[CH:24][CH2:25][NH:8][O:7][CH:2]2[CH2:3][CH2:4][CH2:5][CH2:6][O:1]2)=[CH:14][CH:15]=1. Procedure details: To O-tetrahydropyranyl hydroxylamine (2.77 g; 23.6 mmol) in 10 ml of dry dimethylformamide was added 1-[2-(4-fluorophenylthio)phenyl]-3-bromoprop-1-ene (2.54 g; 7.87 mmol) in 10 ml of dimethylformamide dropwise. The reaction mixture was stirred overnight at room temperature. The mixture was poured into 200 ml of water and extracted twice with diethyl ether. The organics were collected, washed twice with water and then with brine, dried over K2CO3 and concentrated. The crude subtitle compound was... Starting materials: O (Water), C=1(C(=CC=CC1)C(=O)CN1C(C(CNC2=C1C=C(C=C2)C)NC(=O)NC2=CC(=CC=C2)C(=O)OCC)=O)C (1-[1-(2-Toluoylmethyl)-2-oxo-8-methyl-1,3,4,5-tetrahydro-2H-1,5-benzodiazepin-3-yl]-3-(3-ethoxycarbonylphenyl)urea), CC(C(=O)Cl)(CC)C (2,2-dimethylbutyryl chloride), N1=CC=CC=C1 (pyridine). The solvent is C(C)(=O)OCC (ethyl acetate), ClCCCl (1,2-dichloroethane). Product: C=1(C(=CC=CC1)C(=O)CN1C(C(CN(C2=C1C=C(C=C2)C)C(C(CC)(C)C)=O)NC(=O)NC2=CC(=CC=C2)C(=O)OCC)=O)C (1-[1-(2-toluoylmethyl)-2-oxo-5-(2,2-dimethylbutanoyl)-8-methyl-1,3,4,5-tetrahydro-2H-1,5-benzodiazepin-3-yl]-3-(3-ethoxycarbonylphenyl)urea). Isolated yield 41.7%. RXN SMILES: [C:1]1([CH3:38])[C:2]([C:7]([CH2:9][N:10]2[C:16]3[CH:17]=[C:18]([CH3:21])[CH:19]=[CH:20][C:15]=3[NH:14][CH2:13][CH:12]([NH:22][C:23]([NH:25][C:26]3[CH:31]=[CH:30][CH:29]=[C:28]([C:32]([O:34][CH2:35][CH3:36])=[O:33])[CH:27]=3)=[O:24])[C:11]2=[O:37])=[O:8])=[CH:3][CH:4]=[CH:5][CH:6]=1.[CH3:39][C:40]([CH3:46])([CH2:44][CH3:45])[C:41](Cl)=[O:42].N1C=CC=CC=1.O>ClCCCl.C(OCC)(=O)C>[C:1]1([CH3:38])[C:2]([C:7]([CH2:9][N:10]2[C:16]3[CH:17]=[C:18]([CH3:21])[CH:19]=[CH:20][C:15]=3[N:14]([C:41](=[O:42])[C:40]([CH3:46])([CH3:39])[CH2:44][CH3:45])[CH2:13][CH:12]([NH:22][C:23]([NH:25][C:26]3[CH:31]=[CH:30][CH:29]=[C:28]([C:32]([O:34][CH2:35][CH3:36])=[O:33])[CH:27]=3)=[O:24])[C:11]2=[O:37])=[O:8])=[CH:3][CH:4]=[CH:5][CH:6]=1. Procedure: 1-[1-(2-Toluoylmethyl)-2-oxo-8-methyl-1,3,4,5-tetrahydro-2H-1,5-benzodiazepin-3-yl]-3-(3-ethoxycarbonylphenyl)urea (500 mg) was suspended in 1,2-dichloroethane (10 ml), 2,2-dimethylbutyryl chloride (144 mg) and pyridine (86 μl ) were added, and the mixture was refluxed for one hour and 30 minutes. Water (100 ml) and ethyl acetate (100 ml) were added to the reaction mixture, separated, the organic layer was washed with 1N hydrochloric acid, and dried over anhydrous sodium sulfate. The solvent was... The reactants are C=CC1CC1(NC(=O)C1CC(Oc2cc(-c3ccccc3)nc3cc(OC)ccc23)CN1)C(=O)OCC, C1CCOC1, Cc1ccccc1, COc1ccccc1OCCN, O=C(Cl)Cl, [Na+], O=C([O-])O. Product: C=CC1CC1(NC(=O)C1CC(Oc2cc(-c3ccccc3)nc3cc(OC)ccc23)CN1C(=O)NCCOc1ccccc1OC)C(=O)OCC. Reaction SMILES: [CH2:1]([CH3:2])[O:3][C:4](=[O:5])[C:6]1([NH:11][C:12](=[O:13])[CH:14]2[NH:15][CH2:16][CH:17]([O:19][c:20]3[cH:21][c:22](-[c:32]4[cH:33][cH:34][cH:35][cH:36][cH:37]4)[n:23][c:24]4[cH:25][c:26]([O:30][CH3:31])[cH:27][cH:28][c:29]34)[CH2:18]2)[CH:7]([CH:9]=[CH2:10])[CH2:8]1.[CH2:66]1[O:67][CH2:68][CH2:69][CH2:70]1.[CH3:47][c:48]1[cH:49][cH:50][cH:51][cH:52][cH:53]1.[CH3:54][O:55][c:56]1[c:57]([O:58][CH2:59][CH2:60][NH2:61])[cH:62][cH:63][cH:64][cH:65]1.[Cl:43][C:44](=[O:45])[Cl:46].[Na+:42].[O-:38][C:39](=[O:40])[OH:41]>>[CH2:1]([CH3:2])[O:3][C:4](=[O:5])[C:6]1([NH:11][C:12](=[O:13])[CH:14]2[N:15]([C:39](=[O:41])[NH:61][CH2:60][CH2:59][O:58][c:57]3[c:56]([O:55][CH3:54])[cH:65][cH:64][cH:63][cH:62]3)[CH2:16][CH:17]([O:19][c:20]3[cH:21][c:22](-[c:32]4[cH:33][cH:34][cH:35][cH:36][cH:37]4)[n:23][c:24]4[cH:25][c:26]([O:30][CH3:31])[cH:27][cH:28][c:29]34)[CH2:18]2)[CH:7]([CH:9]=[CH2:10])[CH2:8]1.